From a dataset of the Open Reaction Database (ORD), a public repository of structured organic reaction records. describe an organic reaction: reactants, conditions, products, and yield RXN SMILES: [CH2:13]1[CH2:14][CH2:15][C:16]2=[N:21][CH2:20][CH2:19][CH2:18][N:17]2[CH2:22][CH2:23]1.[CH3:45][C:46]#[N:47].[CH:24]1([n:27]2[cH:28][c:29]([C:42](=[O:43])[OH:44])[c:30](=[O:41])[c:31]3[c:32]([CH3:40])[c:33]([F:39])[c:34]([F:38])[c:35]([F:37])[c:36]23)[CH2:25][CH2:26]1.[ClH:1].[n:2]1([CH:7]2[CH2:8][CH2:9][NH:10][CH2:11][CH2:12]2)[n:3][n:4][cH:5][cH:6]1>>[n:2]1([CH:7]2[CH2:8][CH2:9][N:10]([c:34]3[c:33]([F:39])[c:32]([CH3:40])[c:31]4[c:30](=[O:41])[c:29]([C:42](=[O:43])[OH:44])[cH:28][n:27]([CH:24]5[CH2:25][CH2:26]5)[c:36]4[c:35]3[F:37])[CH2:11][CH2:12]2)[n:3][n:4][cH:5][cH:6]1. Starting materials: C1CCC2=NCCCN2CC1, CC#N, Cc1c(F)c(F)c(F)c2c1c(=O)c(C(=O)O)cn2C1CC1, Cl, c1cn(C2CCNCC2)nn1. Product: Cc1c(F)c(N2CCC(n3ccnn3)CC2)c(F)c2c1c(=O)c(C(=O)O)cn2C1CC1.